From a dataset of the Open Reaction Database (ORD), a public repository of structured organic reaction records. describe an organic reaction: reactants, conditions, products, and yield Reactants: COc1ccc(N2CC(C)NC(C)C2)cc1NS(=O)(=O)c1ccc(Br)cc1, Cc1csc(B(O)O)c1, CC(C)(C)[O-], COCCOC, [K+], O, c1ccc(P(c2ccccc2)(c2ccccc2)[Pd](P(c2ccccc2)(c2ccccc2)c2ccccc2)(P(c2ccccc2)(c2ccccc2)c2ccccc2)P(c2ccccc2)(c2ccccc2)c2ccccc2)cc1. The product is COc1ccc(N2CC(C)NC(C)C2)cc1NS(=O)(=O)c1ccc(-c2cc(C)cs2)cc1. RXN SMILES: [Br:1][c:2]1[cH:3][cH:4][c:5]([S:8](=[O:9])(=[O:10])[NH:11][c:12]2[c:13]([O:26][CH3:27])[cH:14][cH:15][c:16]([N:18]3[CH2:19][CH:20]([CH3:25])[NH:21][CH:22]([CH3:24])[CH2:23]3)[cH:17]2)[cH:6][cH:7]1.[CH3:28][c:29]1[cH:30][c:31]([B:34]([OH:35])[OH:36])[s:32][cH:33]1.[CH3:37][C:38]([CH3:39])([O-:40])[CH3:41].[CH3:43][O:44][CH2:45][CH2:46][O:47][CH3:48].[K+:42].[OH2:49].[cH:50]1[cH:51][cH:52][c:53]([P:54]([Pd:55]([P:56]([c:57]2[cH:58][cH:59][cH:60][cH:61][cH:62]2)([c:63]2[cH:64][cH:65][cH:66][cH:67][cH:68]2)[c:69]2[cH:70][cH:71][cH:72][cH:73][cH:74]2)([P:75]([c:76]2[cH:77][cH:78][cH:79][cH:80][cH:81]2)([c:82]2[cH:83][cH:84][cH:85][cH:86][cH:87]2)[c:88]2[cH:89][cH:90][cH:91][cH:92][cH:93]2)[P:94]([c:95]2[cH:96][cH:97][cH:98][cH:99][cH:100]2)([c:101]2[cH:102][cH:103][cH:104][cH:105][cH:106]2)[c:107]2[cH:108][cH:109][cH:110][cH:111][cH:112]2)([c:113]2[cH:114][cH:115][cH:116][cH:117][cH:118]2)[c:119]2[cH:120][cH:121][cH:122][cH:123][cH:124]2)[cH:125][cH:126]1>>[c:2]1(-[c:31]2[cH:30][c:29]([CH3:28])[cH:33][s:32]2)[cH:3][cH:4][c:5]([S:8](=[O:9])(=[O:10])[NH:11][c:12]2[c:13]([O:26][CH3:27])[cH:14][cH:15][c:16]([N:18]3[CH2:19][CH:20]([CH3:25])[NH:21][CH:22]([CH3:24])[CH2:23]3)[cH:17]2)[cH:6][cH:7]1. Starting materials: P(O)(O)(O)=O (phosphoric acid), C(CC)C1OCCO1 (2-propyl dioxolane), C(CCC)O (normal butanol), C(CC)C1OCCO1 (2-propyl-1,3-dioxolane), C1(O)=CC=C(O)C=C1 (hydroquinone). The reagents and catalysts are [Pd] (palladium), [Pd] (palladium). Solvent: C(CO)O (ethylene glycol). Run at time 3 hour. Yields the product C(CCC)OCCO (2-butoxy-1-ethanol), C(CCC)OCCOCCCC (1,2-dibutoxy ethane). Reaction SMILES: [CH2:1]([CH:4]1[O:8][CH2:7][CH2:6][O:5]1)[CH2:2][CH3:3].[C:9]1([CH:16]=[CH:15][C:13]([OH:14])=CC=1)O.P(=O)(O)(O)O.C(O)CCC>[Pd].C(O)CO>[CH2:4]([O:5][CH2:6][CH2:7][OH:8])[CH2:1][CH2:2][CH3:3].[CH2:4]([O:5][CH2:6][CH2:7][O:14][CH2:13][CH2:15][CH2:16][CH3:9])[CH2:1][CH2:2][CH3:3]. Procedure: The mixture consisting of 50 g (0.431 moles) of 2-propyl-1,3-dioxolane and 250 g of ethylene glycol is hydrogenolyzed in a mechanically agitated autoclave of 1-liter capacity, in the presence of 9 mg of hydroquinone, 5 g of palladium catalyst deposited on carbon at a rate of 5% of palladium by weight and of 210 mg of concentrated phosphoric acid. After 3 hours at a temperature of 170° C. under a hydrogen pressure kept constant at 30 bars, the degree of conversion of the 2-propyl dioxolane reache... Reactants: OC=1C=C(C=CC(=O)Cl)C=CC1O (3,4-dihydroxycinnamic acid chloride), C(C)(=O)O.C(C)(=O)O.C(C)(=O)O.C(C)(=O)O.C(C)(=O)O.C(C)(=O)O.C(C)(=O)O.[C@H]1([C@H](O)[C@@H](O)[C@H](O)[C@H](O1)CO)O[C@H]1[C@@H]([C@H]([C@@H](O[C@@H]1CO)N)O)O (4-O-α-D-glucopyranosyl-β-D-glucopyranosylamine heptaacetate), CN(C=O)C (dimethylformamide). Solvent: N1=CC=CC=C1 (pyridine). Conditions: time 1.5 hour. Product: [C@H]1([C@H](O)[C@@H](O)[C@H](O)[C@H](O1)CO)O[C@H]1[C@@H]([C@H]([C@@H](O[C@@H]1CO)NC(C=CC1=CC(=C(C=C1)O)O)=O)O)O (N-(4-O-α-D-glucopyranosyl-β-D-glucopyranosyl)-3,4-dihydroxycinnamamide), nonaacetate. As a reaction SMILES: [OH:1][C:2]1[CH:3]=[C:4]([CH:10]=[CH:11][C:12]=1[OH:13])[CH:5]=[CH:6][C:7](Cl)=[O:8].[C:14]([OH:17])(=[O:16])[CH3:15].[C:18]([OH:21])(=O)[CH3:19].[C:22]([OH:25])(=O)[CH3:23].[C:26](O)(=[O:28])C.C(O)(=[O:32])C.C(O)(=O)C.C(O)(=O)C.[C@H]1(O[C@@H:54]2[C@@H](CO)[O:58][C@@H:57]([NH2:62])[C@H:56]([OH:63])[C@H:55]2[OH:64])O[C@H](CO)[C@@H](O)[C@H](O)[C@H]1O.CN(C)[CH:67]=[O:68]>N1C=CC=CC=1>[C@H:14]1([O:17][C@@H:54]2[C@@H:19]([CH2:18][OH:21])[O:58][C@@H:57]([NH:62][C:7](=[O:8])[CH:6]=[CH:5][C:4]3[CH:10]=[CH:11][C:12]([OH:13])=[C:2]([OH:1])[CH:3]=3)[C@H:56]([OH:63])[C@H:55]2[OH:64])[O:16][C@H:23]([CH2:22][OH:25])[C@@H:67]([OH:68])[C@H:26]([OH:28])[C@H:15]1[OH:32] |f:1.2.3.4.5.6.7.8|. Procedure: A solution of 3,4-dihydroxycinnamic acid chloride (3) in dimethylformamide at -20° to -15° C. is reacted with 4-O-α-D-glucopyranosyl-β-D-glucopyranosylamine heptaacetate (6) in pyridine at -15° to -5° C. for 30 minutes, then at -5° to +20° C. for 1-2 hours, then extracted with organic solvents, giving N-(4-O-α-D-glucopyranosyl-β-D-glucopyranosyl)-3,4-dihydroxycinnamamide, nonaacetate (nonaester) (7). This nonaacetate (7) is then converted to N-(4-O-α-D-glucopyranosyl-β-D-glucopyranosyl)-3,4-dihy... Starting materials: CCN=C=NCCCN(C)C, CCN(C(C)C)C(C)C, O=C(O)c1cc(F)c(Cl)cc1F, Cl, O=C(NCC(=O)N1CCNCC1)c1ccc(-c2ccccc2)cc1, CN(C)C=O, O, On1nnc2ccccc21. Yields the product O=C(NCC(=O)N1CCN(C(=O)c2cc(F)c(Cl)cc2F)CC1)c1ccc(-c2ccccc2)cc1. RXN SMILES: [CH3:32][CH2:33][N:34]=[C:35]=[N:36][CH2:37][CH2:38][CH2:39][N:40]([CH3:41])[CH3:42].[CH:1]([N:2]([CH2:3][CH3:4])[CH:5]([CH3:6])[CH3:7])([CH3:8])[CH3:9].[Cl:10][c:11]1[cH:12][c:13]([F:21])[c:14]([C:15](=[O:16])[OH:17])[cH:18][c:19]1[F:20].[ClH:43].[O:44]=[C:45]([CH2:46][NH:47][C:48](=[O:49])[c:50]1[cH:51][cH:52][c:53](-[c:56]2[cH:57][cH:58][cH:59][cH:60][cH:61]2)[cH:54][cH:55]1)[N:62]1[CH2:63][CH2:64][NH:65][CH2:66][CH2:67]1.[O:68]=[CH:69][N:70]([CH3:71])[CH3:72].[OH2:73].[OH:22][n:23]1[c:24]2[c:25]([cH:26][cH:27][cH:28][cH:29]2)[n:30][n:31]1>>[Cl:10][c:11]1[cH:12][c:13]([F:21])[c:14]([C:15](=[O:17])[N:65]2[CH2:64][CH2:63][N:62]([C:45](=[O:44])[CH2:46][NH:47][C:48](=[O:49])[c:50]3[cH:51][cH:52][c:53](-[c:56]4[cH:57][cH:58][cH:59][cH:60][cH:61]4)[cH:54][cH:55]3)[CH2:67][CH2:66]2)[cH:18][c:19]1[F:20].